The task is: describe an organic reaction: reactants, conditions, products, and yield. This data is from the Open Reaction Database (ORD), a public repository of structured organic reaction records. Reactants: C[Si](C)(C)[N-][Si](C)(C)C.[K+] (potassium bis(trimethylsily)amide), FC=1C=C2CCNC(C2=C(C1)F)=O (6,8-difluoro-3,4-dihydro-2H-isoquinolin-1-one), C(C(C)C)#N (isobutyronitrile), C[Si](C)(C)[N-][Si](C)(C)C.[K+] (potassium bis(trimethylsily)amide). The solvent is O1CCCC1 (tetrahydrofuran). Reaction conditions: temperature 70 celsius, time 1 hour. The product is FC=1C=C(C=C2CCNC(C12)=O)C(C#N)(C)C (2-(8-fluoro-1-oxo-1,2,3,4-tetrahydro-isoquinolin-6-yl)-2-methyl-propionitrile). Yield: 6.2%. RXN SMILES: F[C:2]1[CH:3]=[C:4]2[C:9](=[C:10]([F:12])[CH:11]=1)[C:8](=[O:13])[NH:7][CH2:6][CH2:5]2.[C:14](#[N:18])[CH:15]([CH3:17])[CH3:16].C[Si]([N-][Si](C)(C)C)(C)C.[K+]>O1CCCC1>[F:12][C:10]1[CH:11]=[C:2]([C:15]([CH3:17])([CH3:16])[C:14]#[N:18])[CH:3]=[C:4]2[C:9]=1[C:8](=[O:13])[NH:7][CH2:6][CH2:5]2 |f:2.3|. Procedure details: To a flask containing a solution of 6,8-difluoro-3,4-dihydro-2H-isoquinolin-1-one (4 g, 21.8 mmol) and isobutyronitrile (6.04 g, 87.4 mmol) in dry tetrahydrofuran (45 ml) was added a solution of potassium bis(trimethylsily)amide (50.4 ml, 0.91M in tetrahydrofuran) and the mixture was placed in an oil bath and heated to 70° C. On heating a red-brown homogeneous solution was obtained within 5 minutes. After 1 hour at 70° C., additional potassium bis(trimethylsily)amide (5 ml of 0.91 M) was added a... Reactants: ClC1=C(C=CC=C1)OC[C@@H](CCl)C (1-chloro-2-{[(2S)-3-chloro-2-methylpropyl]oxy}benzene), CC(C(=O)NC1=CC(=CC=C1)C1CCNCC1)C (2-methyl-N-[3-(4-piperidinyl)phenyl]propanamide). Product: ClC1=C(OC[C@@H](CN2CCC(CC2)C=2C=C(C=CC2)NC(C(C)C)=O)C)C=CC=C1 (N-(3-{1-[(2R)-3-(2-CHLOROPHENOXY)-2-METHYLPROPYL]-4-PIPERIDINYL}PHENYL)-2-METHYLPROPANAMIDE). As a reaction SMILES: [Cl:1][C:2]1[CH:7]=[CH:6][CH:5]=[CH:4][C:3]=1[O:8][CH2:9][C@H:10]([CH3:13])[CH2:11]Cl.[CH3:14][CH:15]([CH3:31])[C:16]([NH:18][C:19]1[CH:24]=[CH:23][CH:22]=[C:21]([CH:25]2[CH2:30][CH2:29][NH:28][CH2:27][CH2:26]2)[CH:20]=1)=[O:17]>>[Cl:1][C:2]1[CH:7]=[CH:6][CH:5]=[CH:4][C:3]=1[O:8][CH2:9][C@H:10]([CH3:13])[CH2:11][N:28]1[CH2:29][CH2:30][CH:25]([C:21]2[CH:20]=[C:19]([NH:18][C:16](=[O:17])[CH:15]([CH3:14])[CH3:31])[CH:24]=[CH:23][CH:22]=2)[CH2:26][CH2:27]1. Reported procedure: Prepared by Procedure G and Scheme B1 using 1-chloro-2-{[(2S)-3-chloro-2-methylpropyl]oxy}benzene and 2-methyl-N-[3-(4-piperidinyl)phenyl]propanamide: ESMS m/e: 429.1 (M+H)+. The reactants are NC=1C=C2CNN(C2=CC1)CC(CN1N=CN=C1)(O)C1=C(C=C(C=C1)F)F ((5-Amino-2H-indazol-1-yl)-2-(2,4-difluorophenyl)-3-(1H-1,2,4-triazol-1-yl)propan-2-ol), C(C)(C)N(C(C)C)CC (N,N-Diisopropylethylamine), C(C1=CC=CC=C1)Cl (Benzylchloride). Run in C(C)#N (acetonitrile). Reaction conditions: time 30 minute. Yields the product C(C1=CC=CC=C1)NC=1C=C2CNN(C2=CC1)CC(CN1N=CN=C1)(O)C1=C(C=C(C=C1)F)F (1-(5-(Benzylamino)-2H-indazol-1-yl)-2-(2,4-difluorophenyl)-3-(1H-1,2,4-triazol-1-yl)propan-2-ol). Yield: 84.0%. As a reaction SMILES: [NH2:1][C:2]1[CH:3]=[C:4]2[C:8](=[CH:9][CH:10]=1)[N:7]([CH2:11][C:12]([C:20]1[CH:25]=[CH:24][C:23]([F:26])=[CH:22][C:21]=1[F:27])([OH:19])[CH2:13][N:14]1[CH:18]=[N:17][CH:16]=[N:15]1)[NH:6][CH2:5]2.C(N(CC)C(C)C)(C)C.[CH2:37](Cl)[C:38]1[CH:43]=[CH:42][CH:41]=[CH:40][CH:39]=1>C(#N)C>[CH2:37]([NH:1][C:2]1[CH:3]=[C:4]2[C:8](=[CH:9][CH:10]=1)[N:7]([CH2:11][C:12]([C:20]1[CH:25]=[CH:24][C:23]([F:26])=[CH:22][C:21]=1[F:27])([OH:19])[CH2:13][N:14]1[CH:18]=[N:17][CH:16]=[N:15]1)[NH:6][CH2:5]2)[C:38]1[CH:43]=[CH:42][CH:41]=[CH:40][CH:39]=1. Procedure: To a solution of (5-Amino-2H-indazol-1-yl)-2-(2,4-difluorophenyl)-3-(1H-1,2,4-triazol-1-yl)propan-2-ol (0.065 g, 0.17 mmol) in acetonitrile (1 ml) was slowly added N,N-Diisopropylethylamine (0.033 ml, 0.19 mmol) at 0° C. and the solution was stirred for 30 min in the same condition. Benzylchloride (0.024 g, 0.19 mmol) was added to the solution, which was then stirred at room temperature for 2 hours and concentrated using vacuum evaporation. The crude product was purified by chromatography on sil...